Task: describe an organic reaction: reactants, conditions, products, and yield. Dataset: the Open Reaction Database (ORD), a public repository of structured organic reaction records Starting materials: CCOC(C)=O, N#Cc1ccc(NCC2CC2)c([N+](=O)[O-])c1. The product is N#Cc1ccc(NCC2CC2)c(N)c1. As a reaction SMILES: [CH3:17][CH2:18][O:19][C:20]([CH3:21])=[O:22].[CH:1]1([CH2:4][NH:5][c:6]2[c:7]([N+:14]([O-:15])=[O:16])[cH:8][c:9]([C:10]#[N:11])[cH:12][cH:13]2)[CH2:2][CH2:3]1>>[CH:1]1([CH2:4][NH:5][c:6]2[c:7]([NH2:14])[cH:8][c:9]([C:10]#[N:11])[cH:12][cH:13]2)[CH2:2][CH2:3]1. Starting materials: O1C=CC2=C1CN(CC2)C(COC2=CC1=CC=CC=C1C=C2)=O (1-(5,7-dihydro-4H-furo[2,3-c]pyridin-6-yl)-2-(2-naphthoxy)ethan-1-one), CNC (dimethylamine), C=O (formaldehyde). Run in C(C)(=O)O (acetic acid). Reaction conditions: temperature 100 celsius, time 45 minute. Product: CN(C)CC1=CC2=C(CN(CC2)C(COC2=CC3=CC=CC=C3C=C2)=O)O1 (1-(2-dimethylaminomethyl-5,7-dihydro-4H-furo[2,3-c]pyridin-6-yl)-2-(2-naphthoxy)ethan-1-one). Reaction SMILES: [O:1]1[C:5]2[CH2:6][N:7]([C:10](=[O:23])[CH2:11][O:12][C:13]3[CH:22]=[CH:21][C:20]4[C:15](=[CH:16][CH:17]=[CH:18][CH:19]=4)[CH:14]=3)[CH2:8][CH2:9][C:4]=2[CH:3]=[CH:2]1.[CH3:24][NH:25][CH3:26].[CH2:27]=O>C(O)(=O)C>[CH3:24][N:25]([CH2:27][C:2]1[O:1][C:5]2[CH2:6][N:7]([C:10](=[O:23])[CH2:11][O:12][C:13]3[CH:22]=[CH:21][C:20]4[C:15](=[CH:16][CH:17]=[CH:18][CH:19]=4)[CH:14]=3)[CH2:8][CH2:9][C:4]=2[CH:3]=1)[CH3:26]. Reported procedure: To a solution of 0.230 g (0.748 mmol) of 1-(5,7-dihydro-4H-furo[2,3-c]pyridin-6-yl)-2-(2-naphthoxy)ethan-1-one in 20 ml of acetic acid, 0.10 ml (1.1 mmol) of 50% aqueous dimethylamine and 0.092 ml (1.1 mmol) of 37% aqueous formaldehyde were added, followed by stirring at 100° C. for 45 minutes. After the solvent was distilled off under reduced pressure, the residual solution was alkalified with aqueous sodium hydroxide and extracted with dichloromethane 2 times. The combined organic layer was wa... The reactants are CC(C)Oc1cc(CBr)c(F)cc1Cl, N#C[Na], CN(C)C=O, O. The product is CC(C)Oc1cc(CC#N)c(F)cc1Cl. Reaction SMILES: [Cl:4][c:5]1[cH:6][c:7]([F:17])[c:8]([CH2:9][Br:10])[cH:11][c:12]1[O:13][CH:14]([CH3:15])[CH3:16].[Na:1][C:2]#[N:3].[O:19]=[CH:20][N:21]([CH3:22])[CH3:23].[OH2:18]>>[C:2](#[N:3])[CH2:9][c:8]1[c:7]([F:17])[cH:6][c:5]([Cl:4])[c:12]([O:13][CH:14]([CH3:15])[CH3:16])[cH:11]1. Reaction conditions: time 24 hour. The reagents and catalysts are [Pd] (palladium on carbon). The reactants are imine, C(=O)O (formic acid), C([O-])(O)=O.[Na+] (sodium bicarbonate), ClC1=C(C=CC=C1)N1C(=NC2=CC=C(C=C2C1=O)F)C=O (3-(2-chloro-phenyl)-6-fluoro-3,4-dihydro-quinazolin-4-one-2-carboxaldehyde), NC1=NC(=CC=C1)C (2-amino-6-picoline). Reported procedure: A mixture of 3-(2-chloro-phenyl)-6-fluoro-3,4-dihydro-quinazolin-4-one-2-carboxaldehyde (0.170 g, 0.56 mmol) and 2-amino-6-picoline (0.050 g, 0.46 mmol), in methanol (10 mL) was refluxed overnight. The reaction was concentrated and the residue was flash chromatographed on silica gel (25 g). Elution proceeded as follows: 10% ethyl acetate/hexane (500 mL), nil; 20% ethyl acetate/hexane (300 mL), nil; (100 mL), 0.082 g of intermediate imine; (300 mL), 0.192 g of a mixture of starting material and i... RXN SMILES: [Cl:1][C:2]1[CH:7]=[CH:6][CH:5]=[CH:4][C:3]=1[N:8]1[C:17](=[O:18])[C:16]2[C:11](=[CH:12][CH:13]=[C:14]([F:19])[CH:15]=2)[N:10]=[C:9]1[CH:20]=O.[NH2:22][C:23]1[CH:28]=[CH:27][CH:26]=[C:25]([CH3:29])[N:24]=1.C(O)=O.C(=O)(O)[O-].[Na+]>CO.C(O)C.[Pd]>[Cl:1][C:2]1[CH:7]=[CH:6][CH:5]=[CH:4][C:3]=1[N:8]1[C:17](=[O:18])[C:16]2[C:11](=[CH:12][CH:13]=[C:14]([F:19])[CH:15]=2)[N:10]=[C:9]1[CH2:20][NH:22][C:23]1[CH:28]=[CH:27][CH:26]=[C:25]([CH3:29])[N:24]=1 |f:3.4|. Solvent: C(C)O (ethanol), CO (methanol). The product is ClC1=C(C=CC=C1)N1C(=NC2=CC=C(C=C2C1=O)F)CNC1=NC(=CC=C1)C (3-(2-chloro-phenyl)-6-fluoro-2-[(6-methyl-pyridin-2-ylamino)-methyl]-3H-quinazolin-4-one). The yield is 37.4%. Starting materials: IC1=CC=C(C2=CC=CC=C12)Br (1-iodo-4-bromonaphthalene), C(CC)C1=CC=C(C=C1)C#C (4-n-propylphenylacetylene), O (water), CCCCCCC (heptane). The reagents and catalysts are [Cu]I (copper(I) iodide), Cl[Pd]([P](C1=CC=CC=C1)(C2=CC=CC=C2)C3=CC=CC=C3)([P](C4=CC=CC=C4)(C5=CC=CC=C5)C6=CC=CC=C6)Cl (bis-(triphenylphosphine)palladium(II) chloride). The solvent is CCN(CC)CC (NEt3). Product: BrC1=CC=C(C2=CC=CC=C12)C#CC1=CC=C(C=C1)CCC (1-bromo-4-(4-n-propylphenylethynyl)naphthalene). Reaction SMILES: I[C:2]1[C:11]2[C:6](=[CH:7][CH:8]=[CH:9][CH:10]=2)[C:5]([Br:12])=[CH:4][CH:3]=1.[CH2:13]([C:16]1[CH:21]=[CH:20][C:19]([C:22]#[CH:23])=[CH:18][CH:17]=1)[CH2:14][CH3:15].O.CCCCCCC>CCN(CC)CC.[Cu]I.Cl[Pd](Cl)([P](C1C=CC=CC=1)(C1C=CC=CC=1)C1C=CC=CC=1)[P](C1C=CC=CC=1)(C1C=CC=CC=1)C1C=CC=CC=1>[Br:12][C:5]1[C:6]2[C:11](=[CH:10][CH:9]=[CH:8][CH:7]=2)[C:2]([C:23]#[C:22][C:19]2[CH:20]=[CH:21][C:16]([CH2:13][CH2:14][CH3:15])=[CH:17][CH:18]=2)=[CH:3][CH:4]=1 |^1:43,62|. Procedure: 15.3 g (43.6 mmol) of 1-iodo-4-bromonaphthalene and 7.25 g (5.3 mmol) of 4-n-propylphenylacetylene are initially introduced in 200 ml of NEt3, 170 mg (0.9 mmol) of copper(I) iodide and 600 mg (0.9 mmol) of bis-(triphenylphosphine)palladium(II) chloride are added, and the mixture is refluxed for 30 minutes. The batch is cooled, water and heptane are added, and the phases are separated. The organic phase is washed with saturated sodium chloride solution, dried over sodium sulfate, filtered and eva... The reactants are ClCC1=NC=CC=N1 (2-(chloromethyl)pyrimidine), [C-]#N.[Na+] (sodium cyanide). Run in CS(=O)C (dimethylsulfoxide). Reaction conditions: temperature 50 celsius. Product: N1=C(N=CC=C1)CC#N (2-(2-pyrimidyl)acetonitrile). As a reaction SMILES: Cl[CH2:2][C:3]1[N:8]=[CH:7][CH:6]=[CH:5][N:4]=1.[C-:9]#[N:10].[Na+]>CS(C)=O>[N:4]1[CH:5]=[CH:6][CH:7]=[N:8][C:3]=1[CH2:2][C:9]#[N:10] |f:1.2|. Procedure: A solution of 6.8 g. of 2-(chloromethyl)pyrimidine is added dropwise to a solution of 5.2 g. of sodium cyanide in 100 ml. of dimethylsulfoxide. The mixture is heated at 50° C. for 2 hours, then diluted with 150 ml. of 5% aqueous sodium carbonate solution and extracted with ether. The extract is dried and concentrated to give 2-(2-pyrimidyl)acetonitrile. The reactants are NC1=NC(=NS1)C(Cl)(Cl)Cl (5-amino-3-trichloromethyl-1,2,4-thiadiazole), C(CC)(=O)Cl (propionyl chloride), C1CCCCC1 (cyclohexane). Run in C1(=CC=CC=C1)C (toluene). Run at temperature -15 celsius. The product is C(CC)(=O)NC1=NC(=NS1)C(Cl)(Cl)Cl (5-Propionamido-3-Trichloromethyl-1,2,4-Thiadiazole). The yield is 91.0%. Reaction SMILES: [NH2:1][C:2]1[S:6][N:5]=[C:4]([C:7]([Cl:10])([Cl:9])[Cl:8])[N:3]=1.[C:11](Cl)(=[O:14])[CH2:12][CH3:13].C1CCCCC1>C1(C)C=CC=CC=1>[C:11]([NH:1][C:2]1[S:6][N:5]=[C:4]([C:7]([Cl:10])([Cl:9])[Cl:8])[N:3]=1)(=[O:14])[CH2:12][CH3:13]. Procedure: A solution of 21.8 grams (0.1 mole) 5-amino-3-trichloromethyl-1,2,4-thiadiazole and 18.5 grams (0.2 mole) propionyl chloride in 300 milliliters toluene was refluxed at about 110° C. for 14 hours. The product precipitated (18.4 grams, 91% yield) upon cooling to -15° C. and was isolated by filtration. A pure product of m.p. 150.0° C. was obtained by recrystallization from cyclohexane. Reactants: FC(C1=CC=C(C=C1)C1=CC=CC(=N1)C=O)(F)F (6-[4-(trifluoromethyl)phenyl]-2-pyridinecarbaldehyde), ice water, C(CCCC)[Mg]Br (n-pentylmagnesium bromide), solution. Run in C1(=CC=CC=C1)C (toluene), CCOCC (Et2O). Run at temperature 0 celsius, time 2 hour. Yields the product FC(C1=CC=C(C=C1)C1=CC=CC(=N1)C(CCCCC)O)(F)F (1-{6-[4-(Trifluoromethyl)phenyl]-2-pyridinyl}-1-hexanol). Reaction SMILES: [F:1][C:2]([F:18])([F:17])[C:3]1[CH:8]=[CH:7][C:6]([C:9]2[N:14]=[C:13]([CH:15]=[O:16])[CH:12]=[CH:11][CH:10]=2)=[CH:5][CH:4]=1.[CH2:19]([Mg]Br)[CH2:20][CH2:21][CH2:22][CH3:23]>C1(C)C=CC=CC=1.CCOCC>[F:18][C:2]([F:17])([F:1])[C:3]1[CH:4]=[CH:5][C:6]([C:9]2[N:14]=[C:13]([CH:15]([OH:16])[CH2:19][CH2:20][CH2:21][CH2:22][CH3:23])[CH:12]=[CH:11][CH:10]=2)=[CH:7][CH:8]=1. Procedure details: A solution of 6-[4-(trifluoromethyl)phenyl]-2-pyridinecarbaldehyde (300 mg, 1.19 mmol) in dry toluene (12 mL) under nitrogen was cooled to 0° C. (ice/water bath) and treated with n-pentylmagnesium bromide (0.66 mL of a 2M solution in Et2O, 1.31 mmol) and the resulting mixture was stirred at 0° C. for 2 hours. The reaction was then quenched by the cautious addition of aqueous HCl (2M, 2 mL) and the solvent was removed under vacuum and the residue partitioned between EtOAc (2×50 mL) and aqueous HC... The reactants are C(C1=CC=CC=C1)N(C1C(NC2=C(OC13CCOCC3)C(=C(C=C2)F)F)=O)CC2=CC=CC=C2 (3-(Dibenzylamino)-8,9-difluoro-2′,3′,5′,6′-tetrahydro-3H-spiro[benzo[b][1,4]oxazepine-2,4′-pyran]-4(5H)-one). The reagents and catalysts are [OH-].[OH-].[Pd+2] (Pd(OH)2/C). Run in CO (MeOH). Conditions: temperature 40 celsius, time 6.5 hour. The product is NC1C(NC2=C(OC13CCOCC3)C(=C(C=C2)F)F)=O (3-amino-8,9-difluoro-2′,3′,5′,6′-tetrahydro-3H-spiro[benzo[b][1,4]oxazepine-2,4′-pyran]-4(5 h)-one). Isolated yield 98.2%. RXN SMILES: C([N:8](CC1C=CC=CC=1)[CH:9]1[C:15]2([CH2:20][CH2:19][O:18][CH2:17][CH2:16]2)[O:14][C:13]2[C:21]([F:26])=[C:22]([F:25])[CH:23]=[CH:24][C:12]=2[NH:11][C:10]1=[O:27])C1C=CC=CC=1>[OH-].[OH-].[Pd+2].CO>[NH2:8][CH:9]1[C:15]2([CH2:16][CH2:17][O:18][CH2:19][CH2:20]2)[O:14][C:13]2[C:21]([F:26])=[C:22]([F:25])[CH:23]=[CH:24][C:12]=2[NH:11][C:10]1=[O:27] |f:1.2.3|. Procedure: 3-(Dibenzylamino)-8,9-difluoro-2′,3′,5′,6′-tetrahydro-3H-spiro[benzo[b][1,4]oxazepine-2,4′-pyran]-4(5H)-one (100 mg, 215 μmol, Eq: 1.00) was added to MeOH (10 mL) and the mixture warmed 40° C. to give a light yellow suspension. 20% Pd(OH)2/C (100 mg, 215 μmol, Eq: 1.00) was added, the mixture was degassed and stirred at RT under H2 for 6.5 h. The mixture was filtered through Celite and concentrated under reduced pressure to afford 3-amino-8,9-difluoro-2′,3′,5′,6′-tetrahydro-3H-spiro[benzo[b][1,4... Starting materials: OS(=O)[O-].[Na+] (NaHSO3), ClC=1C=C2CCC(C2=CC1)=O (5-chloro-1-indanone), Br (hydrobromic acid), BrBr (bromine). Run in O (water), C(C)(=O)O (acetic acid), C(C)(=O)O (acetic acid). Run at time 2 hour. Yields the product BrC1C(C2=CC=C(C=C2C1)Cl)=O (2-Bromo-5-chloro-1-indanone). As a reaction SMILES: [Br:1]Br.[Cl:3][C:4]1[CH:5]=[C:6]2[C:10](=[CH:11][CH:12]=1)[C:9](=[O:13])[CH2:8][CH2:7]2.Br.OS([O-])=O.[Na+]>C(O)(=O)C.O>[Br:1][CH:8]1[CH2:7][C:6]2[C:10](=[CH:11][CH:12]=[C:4]([Cl:3])[CH:5]=2)[C:9]1=[O:13] |f:3.4|. Procedure: A solution of 37.9 g (0.237 mole) of bromine in 120 ml of glacial acetic acid is slowly added dropwise, whilst stirring, to a solution of 40.0 g (0.237 mole) of 5-chloro-1-indanone in 590 ml of glacial acetic acid, to which 0.2 ml of 48% strength aqueous hydrobromic acid has been added. The mixture is stirred for a further 2 hours and the reaction solution is poured into 1 l of water, to which 2.5 g of NaHSO3 have been added. The product, which initially precipitates in the viscous form, becomes...